From a dataset of the Open Reaction Database (ORD), a public repository of structured organic reaction records. describe an organic reaction: reactants, conditions, products, and yield Reactants: ClC1=C(C(=NC2=CC=C(C=C12)C(O)C1=CN=C(N1C)C)OC)CC1=CC=C(C=C1)C(F)(F)F ((4-chloro-2-methoxy-3-(4-(trifluoromethyl)benzyl)quinolin-6-yl)(1,2-dimethyl-1H-imidazol-5-yl)methanol), Intermediate 49, [Al] (aluminum). Reagents/catalysts: O=[Mn]=O (MnO2). Solvent: O1CCOCC1 (1,4-dioxane). Reaction conditions: temperature 45 celsius, time 70 minute. The product is ClC1=C(C(=NC2=CC=C(C=C12)C(=O)C1=CN=C(N1C)C)OC)CC1=CC=C(C=C1)C(F)(F)F ((4-Chloro-2-methoxy-3-(4-(trifluoromethyl)benzyl)quinolin-6-yl)(1,2-dimethyl-1H-imidazol-5-yl)methanone). As a reaction SMILES: [Cl:1][C:2]1[C:11]2[C:6](=[CH:7][CH:8]=[C:9]([CH:12]([C:14]3[N:18]([CH3:19])[C:17]([CH3:20])=[N:16][CH:15]=3)[OH:13])[CH:10]=2)[N:5]=[C:4]([O:21][CH3:22])[C:3]=1[CH2:23][C:24]1[CH:29]=[CH:28][C:27]([C:30]([F:33])([F:32])[F:31])=[CH:26][CH:25]=1.[Al]>O=[Mn]=O.O1CCOCC1>[Cl:1][C:2]1[C:11]2[C:6](=[CH:7][CH:8]=[C:9]([C:12]([C:14]3[N:18]([CH3:19])[C:17]([CH3:20])=[N:16][CH:15]=3)=[O:13])[CH:10]=2)[N:5]=[C:4]([O:21][CH3:22])[C:3]=1[CH2:23][C:24]1[CH:25]=[CH:26][C:27]([C:30]([F:32])([F:31])[F:33])=[CH:28][CH:29]=1. Procedure: To a 100 mL flask containing (4-chloro-2-methoxy-3-(4-(trifluoromethyl)benzyl)quinolin-6-yl)(1,2-dimethyl-1H-imidazol-5-yl)methanol (1.68 g, 3.53 mmol, Intermediate 49: step a) was added 1,4-dioxane (85 mL) to give a suspension at room temperature. Heating to approximately 45° C. formed a clear homogeneous solution. Then activated MnO2 (1.5 g, 17.2 mmol) was introduced and the mixture was heated to reflux in an aluminum heating mantle under an atmosphere of N2. After 70 minutes, the contents wer... Run in CC(C)O (iPrOH). Reaction SMILES: Cl[C:2]1[CH:7]=[C:6]([Cl:8])[N:5]=[CH:4][N:3]=1.[CH3:9][NH2:10].C1COCC1.CCOC(C)=O>CC(O)C>[Cl:8][C:6]1[N:5]=[CH:4][N:3]=[C:2]([NH:10][CH3:9])[CH:7]=1. Run at time 18 hour. The product is ClC1=CC(=NC=N1)NC ((6-Chloro-pyrimidin-4-yl)-methyl-amine). Yield: 62.0%. Reactants: ClC1=NC=NC(=C1)Cl (4,6-dichloro-pyrimidine), CN (methyl amine), C1CCOC1 (THF), CCOC(=O)C (EtOAc). Procedure details: To a solution of 4,6-dichloro-pyrimidine (7.45 g, 50 mmol) in iPrOH (50 mL) was added a solution of methyl amine in THF (2M, 30 mL, 60 mmol) at room temperature. The resulting mixture was stirred for 18 hours. The mixture was concentrated and the residue was purified by flash chromatography on silica eluting with DCM:EtOAc=6:1-1:1 to obtain the title compound (4.4 g, yield: 62%) as a white solid. 1H NMR (400 MHz, CDCl3) δ 2.96 (d, 3H), 5.22-5.36 (bs, 1H), 6.35 (s, 1H), 8.35 (s, 11H); MS (ESI): 1...